From a dataset of the Open Reaction Database (ORD), a public repository of structured organic reaction records. describe an organic reaction: reactants, conditions, products, and yield Reactants: O1C(OCC1)C=1C=C(CN2C=CC3=CC=CC(=C23)OCC#N)C=CC1 (1-[3-(1,3-dioxolan-2-yl)benzyl]-7-cyanomethoxyindole). Solvent: O1CCCC1 (tetrahydrofuran), Cl (hydrochloric acid), O (water). The product is C(=O)C=1C=C(CN2C=CC3=CC=CC(=C23)OCC#N)C=CC1 (1-(3-Formylbenzyl)-7-cyanomethoxyindole). Reaction SMILES: [O:1]1CCO[CH:2]1[C:6]1[CH:7]=[C:8]([CH:23]=[CH:24][CH:25]=1)[CH2:9][N:10]1[C:18]2[C:13](=[CH:14][CH:15]=[CH:16][C:17]=2[O:19][CH2:20][C:21]#[N:22])[CH:12]=[CH:11]1>O1CCCC1.Cl.O>[CH:2]([C:6]1[CH:7]=[C:8]([CH:23]=[CH:24][CH:25]=1)[CH2:9][N:10]1[C:18]2[C:13](=[CH:14][CH:15]=[CH:16][C:17]=2[O:19][CH2:20][C:21]#[N:22])[CH:12]=[CH:11]1)=[O:1]. Reported procedure: A solution of 1-[3-(1,3-dioxolan-2-yl)benzyl]-7-cyanomethoxyindole (50 mg., 0.15 mmol) in tetrahydrofuran (1 ml) and 2M hydrochloric acid (0.5 ml) was stirred at room temperature for 1 hour, diluted with water and extracted with ethyl acetate. The extract was dried and evaporated to a dark oil. Starting materials: CO, Cc1cccc(C2CC2)c1O, Cl, [K+], [OH-], Oc1cc(Cl)nnc1Cl. Yields the product Cc1cccc(C2CC2)c1Oc1nnc(Cl)cc1O. RXN SMILES: [CH3:24][OH:25].[CH:10]1([c:13]2[c:14]([OH:20])[c:15]([CH3:19])[cH:16][cH:17][cH:18]2)[CH2:11][CH2:12]1.[ClH:23].[K+:22].[OH-:21].[OH:1][c:2]1[c:3]([Cl:9])[n:4][n:5][c:6]([Cl:8])[cH:7]1>>[OH:1][c:2]1[c:3]([O:20][c:14]2[c:13]([CH:10]3[CH2:11][CH2:12]3)[cH:18][cH:17][cH:16][c:15]2[CH3:19])[n:4][n:5][c:6]([Cl:8])[cH:7]1. Starting materials: CC(=O)O, CCCCCC, COC(=O)C(C)c1ccc(-c2ccccc2)c(F)c1, [Tl]. Product: CC(C(=O)O)c1ccc(-c2ccccc2)c(F)c1. As a reaction SMILES: [C:27]([OH:28])(=[O:29])[CH3:30].[CH3:21][CH2:22][CH2:23][CH2:24][CH2:25][CH3:26].[F:2][c:3]1[c:4](-[c:15]2[cH:16][cH:17][cH:18][cH:19][cH:20]2)[cH:5][cH:6][c:7]([CH:9]([C:10](=[O:11])[O:12][CH3:13])[CH3:14])[cH:8]1.[Tl:1]>>[F:2][c:3]1[c:4](-[c:15]2[cH:16][cH:17][cH:18][cH:19][cH:20]2)[cH:5][cH:6][c:7]([CH:9]([C:10](=[O:11])[OH:12])[CH3:14])[cH:8]1. Reactants: CC(C)(C)[O-], COc1ccc(CS)cc1, CN(C)C=O, Cl, COc1cccc(Nc2c(C(N)=O)cnc3ccc(I)cc23)c1, [K+]. The product is COc1ccc(CSc2ccc3ncc(C(N)=O)c(Nc4cccc(OC)c4)c3c2)cc1. RXN SMILES: [CH3:25][C:26]([CH3:27])([O-:28])[CH3:29].[CH3:31][O:32][c:33]1[cH:34][cH:35][c:36]([CH2:39][SH:40])[cH:37][cH:38]1.[CH3:41][N:42]([CH3:43])[CH:44]=[O:45].[ClH:1].[I:2][c:3]1[cH:4][c:5]2[c:6]([NH:16][c:17]3[cH:18][c:19]([O:23][CH3:24])[cH:20][cH:21][cH:22]3)[c:7]([C:13](=[O:14])[NH2:15])[cH:8][n:9][c:10]2[cH:11][cH:12]1.[K+:30]>>[c:3]1([S:40][CH2:39][c:36]2[cH:35][cH:34][c:33]([O:32][CH3:31])[cH:38][cH:37]2)[cH:4][c:5]2[c:6]([NH:16][c:17]3[cH:18][c:19]([O:23][CH3:24])[cH:20][cH:21][cH:22]3)[c:7]([C:13](=[O:14])[NH2:15])[cH:8][n:9][c:10]2[cH:11][cH:12]1. Reaction SMILES: [CH2:27]1[CH2:28][NH:29][CH2:30][CH2:31][NH:32]1.[CH:1]1([n:10]2[cH:11][c:12]([C:24](=[O:25])[OH:26])[c:13](=[O:23])[c:14]3[cH:15][c:16]([F:22])[c:17]([F:21])[c:18]([F:20])[c:19]23)[CH2:2][CH2:3][c:4]2[cH:5][cH:6][cH:7][cH:8][c:9]21>>[CH:1]1([n:10]2[cH:11][c:12]([C:24](=[O:25])[OH:26])[c:13](=[O:23])[c:14]3[cH:15][c:16]([F:22])[c:17]([N:29]4[CH2:28][CH2:27][NH:32][CH2:31][CH2:30]4)[c:18]([F:20])[c:19]23)[CH2:2][CH2:3][c:4]2[cH:5][cH:6][cH:7][cH:8][c:9]21. Starting materials: C1CNCCN1, O=C(O)c1cn(C2CCc3ccccc32)c2c(F)c(F)c(F)cc2c1=O. Product: O=C(O)c1cn(C2CCc3ccccc32)c2c(F)c(N3CCNCC3)c(F)cc2c1=O.